Dataset: the Open Reaction Database (ORD), a public repository of structured organic reaction records. Task: describe an organic reaction: reactants, conditions, products, and yield The reactants are CON(C)C(=O)NNc1cccc2c1OC(C)C2, O=C(Cl)Cl, c1ccccc1. The product is CON(C)C(=O)NN(C(=O)Cl)c1cccc2c1OC(C)C2. Reaction SMILES: [CH3:1][CH:2]1[O:3][c:4]2[c:5]([cH:7][cH:8][cH:9][c:10]2[NH:11][NH:12][C:13](=[O:14])[N:15]([CH3:16])[O:17][CH3:18])[CH2:6]1.[Cl:19][C:20]([Cl:21])=[O:22].[cH:23]1[cH:24][cH:25][cH:26][cH:27][cH:28]1>>[CH3:1][CH:2]1[O:3][c:4]2[c:5]([cH:7][cH:8][cH:9][c:10]2[N:11]([NH:12][C:13](=[O:14])[N:15]([CH3:16])[O:17][CH3:18])[C:20]([Cl:19])=[O:22])[CH2:6]1. Starting materials: [N+](=O)([O-])C=1C=CC2=C(C(C(C(O2)(C)C)C)O)C1 (6-nitro-2,2,3-trimethyl-4-hydroxy-3,4-dihydro-2H-1-benzopyran), C1(=CC=C(C=C1)S(=O)(=O)O)C (p-toluenesulfonic acid). The solvent is C1(=CC=CC=C1)C (toluene). Yields the product [N+](=O)([O-])C=1C=CC2=C(C=C(C(O2)(C)C)C)C1 (6-nitro-2,2,3-trimethyl-2H-1-benzopyran). The yield is 104.5%. RXN SMILES: [N+:1]([C:4]1[CH:5]=[CH:6][C:7]2[O:12][C:11]([CH3:14])([CH3:13])[CH:10]([CH3:15])[CH:9](O)[C:8]=2[CH:17]=1)([O-:3])=[O:2].C1(C)C=CC(S(O)(=O)=O)=CC=1>C1(C)C=CC=CC=1>[N+:1]([C:4]1[CH:5]=[CH:6][C:7]2[O:12][C:11]([CH3:13])([CH3:14])[C:10]([CH3:15])=[CH:9][C:8]=2[CH:17]=1)([O-:3])=[O:2]. Reported procedure: A solution of 6-nitro-2,2,3-trimethyl-4-hydroxy-3,4-dihydro-2H-1-benzopyran (31.1 g, 0.131 mol) and p-toluenesulfonic acid (2.5 g, 0.013 mol) in toluene (875 ml) was refluxed for 18 hours, removing water with a Dean and Stark water separator. The cooled solution was washed with aqueous sodium bicarbonate solution and the organic phase separated. Solvent was removed under reduced pressure to give 30 g of 6-nitro-2,2,3-trimethyl-2H-1-benzopyran as an oil, 1H NMR (CDCl3): δ 1.45 (s, 6H) , 1.9 (s, 3... Reactants: [H-].[Na+] (sodium hydride), CC1(OB(OC1(C)C)C=1C=NNC1)C (4-(4,4,5,5-tetramethyl-1,3,2-dioxaborolan-2-yl)-1H-pyrazole), C(CC1=CC=CC=C1)Br (Phenethyl bromide). The solvent is ice water, CN(C)C=O (DMF). Reaction conditions: temperature 0 celsius, time 20 minute. Product: C(CC1=CC=CC=C1)N1N=CC(=C1)B1OC(C(O1)(C)C)(C)C (1-phenethyl-4-(4,4,5,5-tetramethyl-1,3,2-dioxaborolan-2-yl)-1H-pyrazole). Isolated yield 65.1%. RXN SMILES: [CH3:1][C:2]1([CH3:14])[C:6]([CH3:8])([CH3:7])[O:5][B:4]([C:9]2[CH:10]=[N:11][NH:12][CH:13]=2)[O:3]1.[H-].[Na+].[CH2:17](Br)[CH2:18][C:19]1[CH:24]=[CH:23][CH:22]=[CH:21][CH:20]=1>CN(C=O)C>[CH2:17]([N:12]1[CH:13]=[C:9]([B:4]2[O:5][C:6]([CH3:7])([CH3:8])[C:2]([CH3:14])([CH3:1])[O:3]2)[CH:10]=[N:11]1)[CH2:18][C:19]1[CH:24]=[CH:23][CH:22]=[CH:21][CH:20]=1 |f:1.2|. Procedure: To a stirred solution 4-(4,4,5,5-tetramethyl-1,3,2-dioxaborolan-2-yl)-1H-pyrazole (300 mg, 1.5463 mmol) in DMF (2 ml) cooled at 0° C. was added sodium hydride (124 mg, 3.0927 mmol) and stirred at 0° C. for further 20 min. Phenethyl bromide (344 mg, 1.8556 mmol) was then added drop wise and stirred the reaction at RT for 3 hrs. The reaction mixture was diluted with ice water (150 ml) and extracted with dichloromethane (2×50 ml). The organic layer was dried over Na2SO4 and concentrated under reduc... Starting materials: CC=1C=C2C3(C(N(C2=CC1)CC(=O)N)=O)SCCS3 (2-[5′-methyl-2′-oxospiro[1,3-dithiolane-2,3′-indol]-1′(2′H)-yl]acetamide). Reagents/catalysts: [Ni] (Raney nickel), [Ni] (Raney Nickel). Solvent: C1CCOC1 (THF), C1CCOC1 (THF). Yields the product CC=1C=C2CC(N(C2=CC1)CC(=O)N)=O (2-(5-methyl-2-oxo-2,3-dihydro-1H-indol-1-yl)acetamide). Reaction SMILES: [CH3:1][C:2]1[CH:3]=[C:4]2[C:8](=[CH:9][CH:10]=1)[N:7]([CH2:11][C:12]([NH2:14])=[O:13])[C:6](=[O:15])[C:5]12SCCS1>[Ni].C1COCC1>[CH3:1][C:2]1[CH:3]=[C:4]2[C:8](=[CH:9][CH:10]=1)[N:7]([CH2:11][C:12]([NH2:14])=[O:13])[C:6](=[O:15])[CH2:5]2. Procedure: The Raney Nickel was prepared as an aqueous slurry after removing four fifth of water of the commercial solution. Aqueous Raney nickel (10 ml) was added to a solution of compound 15 (4.06 g, 13.8 mmol) in 40 ml of distilled THF and the mixture was further vigourously stirred at room temperature. When no starting material was detected by thin layer chromatography, the mixture was diluted with THF and filtered through a Celite pad. After removal of the solvent, the crude material was purified by s... Starting materials: C(C1=CC=CC=C1)NCC1=CC=CC=C1 (dibenzylamine), C1(CCCCC1)N(C1CCCCC1)C(C(OC)OC)CCCC (N-cyclohexyl-N-(1,1-dimethoxyhexan-2-yl)cyclohexanamine), C1(CCCCC1)N(C1CCCCC1)CCCC (N,N-dicyclohexyl-n-butylamine), CC(CC=O)C (3-methylbutanal). Reaction conditions: time 24 hour. Product: C(C1=CC=CC=C1)N(C(C(OC)OC)C(C)C)CC1=CC=CC=C1 (N,N-dibenzyl-1,1-dimethoxy-3-methylbutan-2-amine). Yield: 66.0%. RXN SMILES: [CH2:1]([NH:8][CH2:9][C:10]1[CH:15]=[CH:14][CH:13]=[CH:12][CH:11]=1)[C:2]1[CH:7]=[CH:6][CH:5]=[CH:4][CH:3]=1.[CH:16]1(N(CCCC)C2CCCCC2)CCCCC1.CC(C)CC=O.C1(N([CH:52]([CH2:58][CH2:59]CC)[CH:53]([O:56][CH3:57])[O:54][CH3:55])C2CCCCC2)CCCCC1>>[CH2:9]([N:8]([CH2:1][C:2]1[CH:7]=[CH:6][CH:5]=[CH:4][CH:3]=1)[CH:52]([CH:58]([CH3:59])[CH3:16])[CH:53]([O:56][CH3:57])[O:54][CH3:55])[C:10]1[CH:15]=[CH:14][CH:13]=[CH:12][CH:11]=1. Procedure details: The product was prepared by above general procedure and the same chemicals except employing dibenzylamine (1a′) (98 mg, 0.5 mmol), and 3-methylbutanal (2b′) (64 mg, 0.75 mmol). After 24 h, the crude product was purified by flash column chromatography (silica gel; ethyl acetate or diethyl ether/hexane=1:100) to afford the desired product 3b as a light yellowish oil (0.108 g, 66% yield); Rf=0.76 (hexane:ethyl acetate=3:1); 1H NMR (CDCl3, 400 MHz) δ 7.38-7.36 (m, 4H), 7.30-7.26 (m, 4H), 7.22-7.18 (... Reactants: CN(S(=O)(=O)N1C(=NC(=C1)C(C1=CC=NC2=CC=CC=C12)OC)[Si](C)(C)C(C)(C)C)C (2-(tert-Butyldimethylsilyl)-4-(methoxyquinolin-4-yl-methyl)-imidazole-1-sulfonic acid dimethylamide), Cl (HCl). Product: N1C=NC(=C1)C(C1=CC=NC2=CC=CC=C12)OC (4-[(1H-Imidazol-4-yl)-methoxymethyl]quinoline). The yield is 100.0%. Reaction SMILES: CN(C)S([N:6]1[CH:10]=[C:9]([CH:11]([O:22][CH3:23])[C:12]2[C:21]3[C:16](=[CH:17][CH:18]=[CH:19][CH:20]=3)[N:15]=[CH:14][CH:13]=2)[N:8]=[C:7]1[Si](C(C)(C)C)(C)C)(=O)=O.Cl>>[NH:6]1[CH:10]=[C:9]([CH:11]([O:22][CH3:23])[C:12]2[C:21]3[C:16](=[CH:17][CH:18]=[CH:19][CH:20]=3)[N:15]=[CH:14][CH:13]=2)[N:8]=[CH:7]1. Procedure details: To 2-(tert-Butyldimethylsilyl)-4-(methoxyquinolin-4-yl-methyl)-imidazole-1-sulfonic acid dimethylamide. (0.32 g, 0.672 mmol), 7 ml of 1.5N HCl was added and the solution refluxed for two hours. The reaction mixture was concentrated, partitioned between water(10 ml) and EtOAc (2×10 ml). The organic layer was dried over sodium sulfate, filtered, concentrated and column purified (CH2Cl2:MeOH:metanol-NH3 (1.0M); (4.5:0.25:0.25) to yield 0.160 g (100%) of the product as a syrup. The reactants are COCCOCCCl, Cc1nc2ccccc2[nH]1. Product: COCCOCCn1c(C)nc2ccccc21. Reaction SMILES: [CH3:11][O:12][CH2:13][CH2:14][O:15][CH2:16][CH2:17][Cl:18].[CH3:1][c:2]1[nH:3][c:4]2[c:5]([n:6]1)[cH:7][cH:8][cH:9][cH:10]2>>[CH3:1][c:2]1[n:3]([CH2:17][CH2:16][O:15][CH2:14][CH2:13][O:12][CH3:11])[c:4]2[c:5]([n:6]1)[cH:7][cH:8][cH:9][cH:10]2. Starting materials: dimethyl acetal, CO (methanol), C(CCCCC(=O)O)(=O)O (adipic acid), COC(C)(C)OC (acetone dimethyl acetal), CO (methanol). Yields the product COC(CCCCC(=O)OC)=O (dimethyladipate). Isolated yield 94.0%. As a reaction SMILES: C(O)(=O)C[CH2:3][CH2:4][CH2:5][C:6]([OH:8])=[O:7].C[O:12][C:13]([O:16][CH3:17])([CH3:15])C.[CH3:18]O>>[CH3:17][O:16][C:13](=[O:12])[CH2:15][CH2:3][CH2:4][CH2:5][C:6]([O:8][CH3:18])=[O:7]. Reported procedure: According to a process described in J. Org. Chem. 24, 261 (1959), methyl esters of carboxylic acid are obtained by the reaction of carboxylic acids with methanol in the presence of acetone dimethyl acetal, the dimethyl acetal acting as a hydrophilic agent and supplier of methanol. If adipic acid, methanol and acetone dimethyl acetal are reacted in a molar ratio of 4:5:8, a 94% yield of dimethyladipate is obtained. The economy of this procedure is impaired by the fact that the use of acetone dime... Starting materials: [OH-].[Na+] (sodium hydroxide), FC(C(=O)O)(F)F (trifluoroacetic acid), [BH4-].[Na+] (sodium borohydride), Cl (hydrogen chloride), ClC=1C=C(C=CC1Cl)C1(CCC1)CC(CC)=NO (1-[1-(3,4-dichlorophenyl)cyclobutyl]butan-2-one oxime). Run in O (water), O1CCCC1 (tetrahydrofuran), O1CCCC1 (tetrahydrofuran), O1CCCC1 (tetrahydrofuran), CCOCC (ether), petroleum ether. Product: Cl.ClC=1C=C(C=CC1Cl)C1(CCC1)CC(CC)N (1-{[1-(3,4-dichlorophenyl)cyclobutyl]methyl}propylamine hydrochloride). RXN SMILES: FC(F)(F)C(O)=O.[BH4-].[Na+].[Cl:10][C:11]1[CH:12]=[C:13]([C:18]2([CH2:22][C:23](=[N:26]O)[CH2:24][CH3:25])[CH2:21][CH2:20][CH2:19]2)[CH:14]=[CH:15][C:16]=1[Cl:17].[OH-].[Na+].Cl>O1CCCC1.CCOCC.O>[ClH:10].[Cl:10][C:11]1[CH:12]=[C:13]([C:18]2([CH2:22][CH:23]([NH2:26])[CH2:24][CH3:25])[CH2:21][CH2:20][CH2:19]2)[CH:14]=[CH:15][C:16]=1[Cl:17] |f:1.2,4.5,10.11|. Procedure: A solution of trifluoroacetic acid (2.33 ml) in tetrahydrofuran (5 ml) was added to a stirred suspension of sodium borohydride (1.13 g) in tetrahydrofuran (30 ml) over a period of five minutes. A solution of the oxime (1.7 g) prepared as described above in tetrahydrofuran (25 ml) was added dropwise and the mixture heated under reflux for six hours. The mixture was cooled and water (25 ml) and then 5 N sodium hydroxide solution (25 ml) were added. The mixture was extracted with ether and the extr... Reactants: 15B, BrC=1C=CC(=C(C1)C1(C(N(C2=CC=CC=C12)CCCCC)=O)O)O (3-(5-bromo-2-hydroxyphenyl)-3-hydroxy-1-pentyl-1,3-dihydro-2H-indol-2-one), OC1(C(N(C2=CC=CC=C12)CCCCC)=O)C1=C(C=CC(=C1)C(F)(F)F)O (3-hydroxy-3-[2-hydroxy-5-(trifluoromethyl)phenyl]-1-pentyl-1,3-dihydro-2H-indol-2-one). Yields the product OC1=C(C=C(C=C1)C(F)(F)F)C1C(N(C2=CC=CC=C12)CCCCC)=O (3-[2-hydroxy-5-(trifluoromethyl)phenyl]-1-pentyl-1,3-dihydro-2H-indol-2-one). Reaction SMILES: BrC1C=CC(O)=C(C2(O)C3C(=CC=CC=3)N(CCCCC)C2=O)C=1.O[C:26]1([C:41]2[CH:46]=[C:45]([C:47]([F:50])([F:49])[F:48])[CH:44]=[CH:43][C:42]=2[OH:51])[C:34]2[C:29](=[CH:30][CH:31]=[CH:32][CH:33]=2)[N:28]([CH2:35][CH2:36][CH2:37][CH2:38][CH3:39])[C:27]1=[O:40]>>[OH:51][C:42]1[CH:43]=[CH:44][C:45]([C:47]([F:48])([F:49])[F:50])=[CH:46][C:41]=1[CH:26]1[C:34]2[C:29](=[CH:30][CH:31]=[CH:32][CH:33]=2)[N:28]([CH2:35][CH2:36][CH2:37][CH2:38][CH3:39])[C:27]1=[O:40]. Procedure details: Following the procedure as described in PREPARATION 15B, and making non-critical variations to replace 3-(5-bromo-2-hydroxyphenyl)-3-hydroxy-1-pentyl-1,3-dihydro-2H-indol-2-one with 3-hydroxy-3-[2-hydroxy-5-(trifluoromethyl)phenyl]-1-pentyl-1,3-dihydro-2H-indol-2-one, the title compound was obtained (78%): 1H NMR (300 MHz, CDCl3) δ 8.20-8.00 (br, 1H), 7.43-7.14 (m, 5H), 7.02 (d, 1H), 6.95 (d, 1H), 5.11(s, 1H), 3.82-3.72 (m, 2H), 1.79-1.66 (m, 2H), 1.40-1.27 (m, 4H), 0.88 (t, 3H); MS (ES+) m/z 36...